Task: describe an organic reaction: reactants, conditions, products, and yield. Dataset: the Open Reaction Database (ORD), a public repository of structured organic reaction records The reactants are Cc1c(CCC(=O)O)c[nH]c1C=O, C1CCNCC1, CCO, O=C1Cc2ccc(O)cc2N1. Product: Cc1c(CCC(=O)O)c[nH]c1C=C1C(=O)Nc2cc(O)ccc21. Reaction SMILES: [C:1](=[O:2])([OH:3])[CH2:4][CH2:5][c:6]1[c:7]([CH3:13])[c:8]([CH:11]=[O:12])[nH:9][cH:10]1.[CH2:25]1[CH2:26][CH2:27][NH:28][CH2:29][CH2:30]1.[CH3:31][CH2:32][OH:33].[OH:14][c:15]1[cH:16][cH:17][c:18]2[c:22]([cH:23]1)[NH:21][C:20](=[O:24])[CH2:19]2>>[C:1](=[O:2])([OH:3])[CH2:4][CH2:5][c:6]1[c:7]([CH3:13])[c:8]([CH:11]=[C:19]2[c:18]3[cH:17][cH:16][c:15]([OH:14])[cH:23][c:22]3[NH:21][C:20]2=[O:24])[nH:9][cH:10]1. Starting materials: CCCC(NC(=O)OC(C)(C)C)C(=O)O, ClCCCl, C1CNC1, ClCCl, Cl. Product: CCCC(NC(=O)OC(C)(C)C)C(=O)N1CCC1. RXN SMILES: [C:1]([CH3:2])([CH3:3])([CH3:4])[O:5][C:6](=[O:7])[NH:8][CH:9]([C:10](=[O:11])[OH:12])[CH2:13][CH2:14][CH3:15].[CH2:16]([Cl:17])[CH2:18][Cl:19].[CH2:21]1[CH2:22][NH:23][CH2:24]1.[Cl:25][CH2:26][Cl:27].[ClH:20]>>[C:1]([CH3:2])([CH3:3])([CH3:4])[O:5][C:6](=[O:7])[NH:8][CH:9]([C:10](=[O:12])[N:23]1[CH2:22][CH2:21][CH2:24]1)[CH2:13][CH2:14][CH3:15]. Reactants: BrN1C(CCC1=O)=O (N-bromosuccinimide), CC1=CC=C(C=C1)S(=O)(=O)Cl (4-methylbenzenesulphonyl chloride), N(=NC(C#N)(C)C)C(C#N)(C)C (azobisisobutyronitrile). Run in C(Cl)(Cl)(Cl)Cl (carbon tetrachloride). Yields the product BrCC1=CC=CC=C1.S(=O)(=O)(O)Cl (4-(Bromomethyl)benzene sulphochloride). RXN SMILES: [CH3:1][C:2]1[CH:7]=[CH:6][C:5]([S:8]([Cl:11])(=[O:10])=[O:9])=[CH:4][CH:3]=1.[Br:12]N1C(=[O:18])CCC1=O.N(C(C)(C)C#N)=NC(C)(C)C#N>C(Cl)(Cl)(Cl)Cl>[Br:12][CH2:1][C:2]1[CH:7]=[CH:6][CH:5]=[CH:4][CH:3]=1.[S:8]([Cl:11])([OH:18])(=[O:10])=[O:9] |f:4.5|. Reported procedure: 38.1 g (0.2 mol) of 4-methylbenzenesulphonyl chloride are dissolved in 300 ml of carbon tetrachloride and treated with 35.6 g (0.2 mol) of N-bromosuccinimide and, after addition of 0.2 g (1.2 mmol) of azobisisobutyronitrile (ABU), the mixture is heated under reflux for 4 h. After cooling, the solids are filtered off and the filtrate is freed from the solvent. Flash chromatography (petroleum ether/toluene 4:1, 50 μm particle size) and subsequent recrystallisation from 100 ml of cyclohexane gives ... The reactants are O=C1N(CCNC1)C1CC=2C=CC(=CC2CC1)C#N (6-(2-Oxopiperazin-1-yl)-5,6,7,8-tetrahydronaphthalene-2-carbonitrile), FC=1C=C(C=CC1[N+](=O)[O-])CC=O ((3-Fluoro-4-nitrophenyl)acetaldehyde). Product: FC=1C=C(C=CC1[N+](=O)[O-])CCN1CC(N(CC1)C1CC=2C=CC(=CC2CC1)C#N)=O (6-{4-[2-(3-Fluoro-4-nitrophenyl)ethyl]-2-oxopiperazin-1-yl}-5,6,7,8-tetrahydronaphthalene-2-carbonitrile). As a reaction SMILES: [O:1]=[C:2]1[CH2:7][NH:6][CH2:5][CH2:4][N:3]1[CH:8]1[CH2:17][CH2:16][C:15]2[CH:14]=[C:13]([C:18]#[N:19])[CH:12]=[CH:11][C:10]=2[CH2:9]1.[F:20][C:21]1[CH:22]=[C:23]([CH2:30][CH:31]=O)[CH:24]=[CH:25][C:26]=1[N+:27]([O-:29])=[O:28]>>[F:20][C:21]1[CH:22]=[C:23]([CH2:30][CH2:31][N:6]2[CH2:5][CH2:4][N:3]([CH:8]3[CH2:17][CH2:16][C:15]4[CH:14]=[C:13]([C:18]#[N:19])[CH:12]=[CH:11][C:10]=4[CH2:9]3)[C:2](=[O:1])[CH2:7]2)[CH:24]=[CH:25][C:26]=1[N+:27]([O-:29])=[O:28]. Reported procedure: The title compound was prepared from 6-(2-Oxopiperazin-1-yl)-5,6,7,8-tetrahydronaphthalene-2-carbonitrile and (3-Fluoro-4-nitrophenyl)acetaldehyde following essentially the same procedure as Example 6. The product was purified by mass-directed reverse phase HPLC (AcCN-Water with 0.1% TFA). LC-MS (IE, m/z): 411 [M+1]+. The reactants are CC(=O)C.OS(=O)(=O)O.O=[Cr](=O)=O (Jones reagent), C(C)OC1=CC=C(C=C1)C1(CC1)CC(CC1=CC(=CC=C1)OC1=CC=CC=C1)O (1-(4-ethoxyphenyl)-1-(3-(3-phenoxyphenyl)-2-hydroxypropyl)-cyclopropane). The solvent is O (water), CC(=O)C (acetone). Run at time 15 minute. The product is C(C)OC1=CC=C(C=C1)C1(CC1)CC(CC1=CC(=CC=C1)OC1=CC=CC=C1)=O (1-(4-ethoxyphenyl)-1-(3-(3-phenoxyphenyl)-2-oxopropyl)-cyclopropane). RXN SMILES: CC(C)=O.OS(O)(=O)=O.O=[Cr](=O)=O.[CH2:14]([O:16][C:17]1[CH:22]=[CH:21][C:20]([C:23]2([CH2:26][CH:27]([OH:42])[CH2:28][C:29]3[CH:34]=[CH:33][CH:32]=[C:31]([O:35][C:36]4[CH:41]=[CH:40][CH:39]=[CH:38][CH:37]=4)[CH:30]=3)[CH2:25][CH2:24]2)=[CH:19][CH:18]=1)[CH3:15]>CC(C)=O.O>[CH2:14]([O:16][C:17]1[CH:22]=[CH:21][C:20]([C:23]2([CH2:26][C:27](=[O:42])[CH2:28][C:29]3[CH:34]=[CH:33][CH:32]=[C:31]([O:35][C:36]4[CH:41]=[CH:40][CH:39]=[CH:38][CH:37]=4)[CH:30]=3)[CH2:24][CH2:25]2)=[CH:19][CH:18]=1)[CH3:15] |f:0.1.2|. Reported procedure: Jones reagent (2 ml, prepared by the method described in Fieser and Fieser Vol. 1, p. 142) is added dropwise to a stirring solution of 1-(4-ethoxyphenyl)-1-(3-(3-phenoxyphenyl)-2-hydroxypropyl)-cyclopropane (0.25 g) in acetone (5 ml) whilst maintaining the temperature below 5° C. After 15 min. the mixture is allowed to warm up to room temperature over 4 h, diluted with water, extracted with diethyl ether (x3), washed with water, dried and the solvent evaporated under reduced pressure. The produc... Starting materials: N (ammonia), C1(CC1)C1=NC(=NC(=N1)OC)C(Cl)(Cl)Cl (2-cyclopropyl-4-methoxy-6-trichloromethyl-1,3,5-triazine). The solvent is O1CCCC1 (tetrahydrofuran). Conditions: temperature 80 celsius. Yields the product NC1=NC(=NC(=N1)C1CC1)OC (2-amino-4-cyclopropyl-6-methoxy-1,3,5-triazine). RXN SMILES: [NH3:1].[CH:2]1([C:5]2[N:10]=[C:9]([O:11][CH3:12])[N:8]=[C:7](C(Cl)(Cl)Cl)[N:6]=2)[CH2:4][CH2:3]1>O1CCCC1>[NH2:1][C:7]1[N:6]=[C:5]([CH:2]2[CH2:4][CH2:3]2)[N:10]=[C:9]([O:11][CH3:12])[N:8]=1. Procedure: 5 ml of concentrated aqueous ammonia are added to a solution of 1 g of 2-cyclopropyl-4-methoxy-6-trichloromethyl-1,3,5-triazine in 3 ml of tetrahydrofuran; the whole is placed into a bomb tube and heated at 80° C. for 30 minutes. The mixture is cooled and then filtered; the filter residue is dissolved in 30 ml of methylene chloride, and the solution is dried over magnesium sulfate, and concentrated by evaporation. The residue crystallises to leave 0.4 g of white crystals, m.p. 157°-158° C. Starting materials: O=C/1NC2=C(C=CC=C2\C1=C/C1=CC=C2C(=NN(C2=C1)COCC[Si](C)(C)C)\C=C\C1=CC=NC=C1)NC(C)=O (N-((E)-2-oxo-3-((3-((E)-2-(pyridin-4-yl)vinyl)-1-((2-(trimethylsilyl)ethoxy)methyl)-1H-indazol-6-yl)methylene)indolin-7-yl)acetamide), B(F)(F)F.CCOCC (boron trifluoride etherate), Cl (HCl). Product: O=C/1NC2=C(C=CC=C2\C1=C/C1=CC=C2C(=NNC2=C1)\C=C\C1=CC=NC=C1)NC(C)=O (N-((E)-2-oxo-3-((3-((E)-2-(pyridin-4-yl)vinyl)-1H-indazol-6-yl)methylene)-indolin-7-yl)acetamide). Yield: 71.2%. RXN SMILES: [O:1]=[C:2]1[NH:3][C:4]2[C:9](/[C:10]/1=[CH:11]\[C:12]1[CH:20]=[C:19]3[C:15]([C:16](/[CH:29]=[CH:30]/[C:31]4[CH:36]=[CH:35][N:34]=[CH:33][CH:32]=4)=[N:17][N:18]3COCC[Si](C)(C)C)=[CH:14][CH:13]=1)=[CH:8][CH:7]=[CH:6][C:5]=2[NH:37][C:38](=[O:40])[CH3:39].B(F)(F)F.CCOCC.Cl>>[O:1]=[C:2]1[NH:3][C:4]2[C:9](/[C:10]/1=[CH:11]\[C:12]1[CH:20]=[C:19]3[C:15]([C:16](/[CH:29]=[CH:30]/[C:31]4[CH:36]=[CH:35][N:34]=[CH:33][CH:32]=4)=[N:17][NH:18]3)=[CH:14][CH:13]=1)=[CH:8][CH:7]=[CH:6][C:5]=2[NH:37][C:38](=[O:40])[CH3:39] |f:1.2|. Procedure: According to the method of A57C, N-((E)-2-oxo-3-((3-((E)-2-(pyridin-4-yl)vinyl)-1-((2-(trimethylsilyl)ethoxy)methyl)-1H-indazol-6-yl)methylene)indolin-7-yl)acetamide (64 mg, 0.11 mmol) was treated with boron trifluoride etherate, followed by 2 N HCl to give the title compound as an orange solid (33 mg, 71%). 1H NMR (400 MHz, d6-DMSO) δ 10.33 (s, 1H), 9.42 (s, 1H), 8.85 (d, J=6.2 Hz, 2H), 8.46-8.30 (m, 4H), 7.98 (s, 1H), 7.87-7.78 (m, 2H), 7.80 (s, 1H), 7.63 (d, J=8.2 Hz, 1H), 7.42-7.35 (m, 2H), ...